From a dataset of the Open Reaction Database (ORD), a public repository of structured organic reaction records. describe an organic reaction: reactants, conditions, products, and yield The reactants are CI (Methyl iodide), CC1=CC(=C(C=C1)O)C(CCN1CCCCC1)C1=CC=CC=C1 (4-methyl-2-(1-phenyl-3-piperidin-1-ylpropyl)phenol). Solvent: C(C)#N (acetonitrile), CC(=O)C (acetone). Conditions: time 8 hour. The product is [I-].OC1=C(C=C(C=C1)C)C(CC[N+]1(CCCCC1)C)C1=CC=CC=C1 (1-[3-(2-Hydroxy-5-methylphenyl)-3-phenylpropyl]-1-methylpiperidinium iodide). Isolated yield 90.7%. Reaction SMILES: [CH3:1][I:2].[CH3:3][C:4]1[CH:9]=[CH:8][C:7]([OH:10])=[C:6]([CH:11]([C:20]2[CH:25]=[CH:24][CH:23]=[CH:22][CH:21]=2)[CH2:12][CH2:13][N:14]2[CH2:19][CH2:18][CH2:17][CH2:16][CH2:15]2)[CH:5]=1>C(#N)C.CC(C)=O>[I-:2].[OH:10][C:7]1[CH:8]=[CH:9][C:4]([CH3:3])=[CH:5][C:6]=1[CH:11]([C:20]1[CH:25]=[CH:24][CH:23]=[CH:22][CH:21]=1)[CH2:12][CH2:13][N+:14]1([CH3:1])[CH2:15][CH2:16][CH2:17][CH2:18][CH2:19]1 |f:4.5|. Procedure: Methyl iodide (3.42 g, 1.5 mL, 0.024 mol) was added to a solution of the free base 4-methyl-2-(1-phenyl-3-piperidin-1-ylpropyl)phenol of Example 30 (0.3 g, 0.97 mmol) in a mixture of acetonitrile (6 mL) and acetone (2 mL). The reaction mixture was stirred overnight at room temperature. The solution was concentrated to initiate precipitation of the resulting quaternary ammonium salt. The white precipitate was filtered out, washed with chloroform and diethyl ether and dried under vacuum to give 0....